This data is from the Open Reaction Database (ORD), a public repository of structured organic reaction records. The task is: describe an organic reaction: reactants, conditions, products, and yield Starting materials: COC1=C(C=CC(=N1)C(=O)[O-])N1C=NC(=C1)C (6-methoxy-5-(4-methyl-1H-imidazol-1-yl)pyridine-2-carboxylate), Cl (hydrochloric acid). Solvent: O1CCOCC1 (1,4-dioxane). Run at time 15 minute. Product: Cl.CC=1N=CN(C1)C1=CC=C(NC1=O)C(=O)O (5-(4-methyl-1H-imidazol-1-yl)-6-oxo-1,6-dihydropyridine-2-carboxylic acid, hydrochloride salt). RXN SMILES: C[O:2][C:3]1[N:8]=[C:7]([C:9]([O-:11])=[O:10])[CH:6]=[CH:5][C:4]=1[N:12]1[CH:16]=[C:15]([CH3:17])[N:14]=[CH:13]1.[ClH:18]>O1CCOCC1>[ClH:18].[CH3:17][C:15]1[N:14]=[CH:13][N:12]([C:4]2[C:3](=[O:2])[NH:8][C:7]([C:9]([OH:11])=[O:10])=[CH:6][CH:5]=2)[CH:16]=1 |f:3.4|. Procedure details: A solution of 6-methoxy-5-(4-methyl-1H-imidazol-1-yl)pyridine-2-carboxylate (C2) (34.3 g, 139 mmol) in aqueous hydrochloric acid (37%, 230 mL) and 1,4-dioxane (230 mL) was heated at reflux for 18 hours. After cooling to room temperature, the reaction was filtered and the solids were washed with 1,4-dioxane (2×100 mL). The solids were mixed with methanol (500 mL) and the volatiles were removed in vacuo. The residue was stirred with methanol (100 mL) for 15 minutes, and 1,4-dioxane (250 mL) was ad...